From a dataset of the Open Reaction Database (ORD), a public repository of structured organic reaction records. describe an organic reaction: reactants, conditions, products, and yield The reactants are C1(=CC=CC=C1)P(OC1=CC=CC=C1)(=O)C1=CC=CC=C1 (phenyl diphenylphosphinate), C[Si]([O-])(C)C.[K+] (potassium trimethylsilanolate). Run in O1CCCC1 (tetrahydrofuran). Yields the product C1(=CC=CC=C1)P([O-])(=O)C1=CC=CC=C1.[K+] (Potassium diphenylphosphinate). Yield: 87.0%. As a reaction SMILES: [C:1]1([P:7]([C:16]2[CH:21]=[CH:20][CH:19]=[CH:18][CH:17]=2)(=[O:15])[O:8]C2C=CC=CC=2)[CH:6]=[CH:5][CH:4]=[CH:3][CH:2]=1.C[Si](C)(C)[O-].[K+:27]>O1CCCC1>[C:1]1([P:7]([C:16]2[CH:21]=[CH:20][CH:19]=[CH:18][CH:17]=2)(=[O:8])[O-:15])[CH:2]=[CH:3][CH:4]=[CH:5][CH:6]=1.[K+:27] |f:1.2,4.5|. Reported procedure: The procedure of Example 1 was followed adding neat solid phenyl diphenylphosphinate (5.88 g, 20 mmol) to a slurry of potassium trimethylsilanolate (2.56 g, 20 mmol) in dry tetrahydrofuran (50 mL); a 4 h reaction time was used. Potassium diphenylphosphinate (4.46 g, 87% yield) was isolated as a white solid: 1H NMR (D2O, DSS) δ 6.8-7.9 (m, Ar--H's, 10H). Anal. Calcd. for C12H10KO2P: C, 56.24; H, 3.93; K, 15.26; P, 12.09. Found: C, 52.57, 52.49, 54.53, 54.38; H, 4.00, 4.09, 4.02, 4.36; K, 14.78; P...